describe an organic reaction: reactants, conditions, products, and yield From a dataset of the Open Reaction Database (ORD), a public repository of structured organic reaction records. Reactants: C(C=C)N1C(=O)N(C=2N=CNC2C1=O)CCCC (1-allyl-3-butyl xanthine), solution, [BH4-].[Na+] (NaBH4). The reagents and catalysts are C(C)(=O)[O-].[Hg+2].C(C)(=O)[O-] (mercury (II) acetate). Run in O (water), [OH-].[Na+] (NaOH), C1CCOC1 (THF), [OH-].[Na+] (NaOH). Reaction conditions: time 10 minute. Product: N1C(=O)NC=2N=CNC2C1=O (xanthine). Reaction SMILES: C([N:4]1[C:13](=[O:14])[C:12]2[NH:11][CH:10]=[N:9][C:8]=2[N:7](CCCC)[C:5]1=[O:6])C=C.[BH4-].[Na+]>O.C1COCC1.[OH-].[Na+].C([O-])(=O)C.[Hg+2].C([O-])(=O)C>[NH:4]1[C:13](=[O:14])[C:12]2[NH:11][CH:10]=[N:9][C:8]=2[NH:7][C:5]1=[O:6] |f:1.2,5.6,7.8.9|. Procedure details: 16 g (0.050 mole) of mercury (II) acetate are dissolved in 250 ml water. 12.4 g (0.05 mole) of 1-allyl-3-butyl xanthine (prepared as described above from 1-butyl-5-formylamino-6-aminouracil and allyl bromide) dissolved in 250 ml of THF are added dropwise with stirring over a period of 10 minutes. After a few minutes, a precipitate is formed. Stirring is continued for 30 minutes, after which the mixture is cooled in an ice bath. 68 ml of 3 N NaOH are added, followed by the dropwise addition of 60... Starting materials: aqueous solution, [OH-].[Na+] (sodium hydroxide), C(#N)C1=C(C=CC=C1)C=1C=C(C=2CCN(C(C2C1)=O)C(CCC)CCC)C(=O)OC (methyl 7-(2-cyanophenyl)-1-oxo-2-(1-propylbutyl)-1,2,3,4-tetrahydroisoquinoline-5-carboxylate). Solvent: O1CCOCC1 (dioxane). Product: C(#N)C1=C(C=CC=C1)C=1C=C(C=2CCN(C(C2C1)=O)C(CCC)CCC)C(=O)O (7-(2-cyanophenyl)-1-oxo-2-(1-propylbutyl)-1,2,3,4-tetrahydroisoquinoline-5-carboxylic acid). Yield: 99.5%. Reaction SMILES: [C:1]([C:3]1[CH:8]=[CH:7][CH:6]=[CH:5][C:4]=1[C:9]1[CH:10]=[C:11]([C:27]([O:29]C)=[O:28])[C:12]2[CH2:13][CH2:14][N:15]([CH:20]([CH2:24][CH2:25][CH3:26])[CH2:21][CH2:22][CH3:23])[C:16](=[O:19])[C:17]=2[CH:18]=1)#[N:2].[OH-].[Na+]>O1CCOCC1>[C:1]([C:3]1[CH:8]=[CH:7][CH:6]=[CH:5][C:4]=1[C:9]1[CH:10]=[C:11]([C:27]([OH:29])=[O:28])[C:12]2[CH2:13][CH2:14][N:15]([CH:20]([CH2:21][CH2:22][CH3:23])[CH2:24][CH2:25][CH3:26])[C:16](=[O:19])[C:17]=2[CH:18]=1)#[N:2] |f:1.2|. Reported procedure: 178 mg of methyl 7-(2-cyanophenyl)-1-oxo-2-(1-propylbutyl)-1,2,3,4-tetrahydroisoquinoline-5-carboxylate are dissolved in 3.6 cm3 of dioxane at a temperature close to 20° C. 1.1 cm3 of a 1N aqueous solution of sodium hydroxide are added, then the reaction mixture is heated at a temperature close to 60° C. for 30 min. The mixture is then concentrated to dryness under reduced pressure (5 kPa), taken up by 20 cm3 of water and 20 cm3 of ethyl ether. The aqueous phase is washed with 5 cm3 of ethyl eth...